This data is from the Open Reaction Database (ORD), a public repository of structured organic reaction records. The task is: describe an organic reaction: reactants, conditions, products, and yield Reactants: [Li]CCCC, CCCCCC, [Cl-], Cc1cccc(Cl)n1, [NH4+], CC(C)(C)OC(=O)N1CCC(=O)CC1, C1CCOC1. Product: CC(C)(C)OC(=O)N1CCC(O)(Cc2cccc(Cl)n2)CC1. As a reaction SMILES: [CH2:9]([Li:10])[CH2:11][CH2:12][CH3:13].[CH3:35][CH2:36][CH2:37][CH2:38][CH2:39][CH3:40].[Cl-:28].[Cl:1][c:2]1[n:3][c:4]([CH3:8])[cH:5][cH:6][cH:7]1.[NH4+:29].[O:14]=[C:15]1[CH2:16][CH2:17][N:18]([C:21](=[O:22])[O:23][C:24]([CH3:25])([CH3:26])[CH3:27])[CH2:19][CH2:20]1.[O:30]1[CH2:31][CH2:32][CH2:33][CH2:34]1>>[Cl:1][c:2]1[n:3][c:4]([CH2:8][C:15]2([OH:14])[CH2:16][CH2:17][N:18]([C:21](=[O:22])[O:23][C:24]([CH3:25])([CH3:26])[CH3:27])[CH2:19][CH2:20]2)[cH:5][cH:6][cH:7]1.